This data is from the Open Reaction Database (ORD), a public repository of structured organic reaction records. The task is: describe an organic reaction: reactants, conditions, products, and yield Reactants: C(C1=CC=C(C(=O)Cl)C=C1)(=O)Cl (terephthaloyl chloride), SCCO (2-mercaptoethanol), C(C1=CC=C(C(=O)Cl)C=C1)(=O)Cl (terephthaloyl chloride). Solvent: C(C)N(CC)CC (triethylamine). Run at time 2 minute. Product: SCCO.C(C1=CC=C(C(=O)Cl)C=C1)(=O)Cl (2-mercaptoethanol terephthaloyl chloride). As a reaction SMILES: [C:1]([Cl:12])(=[O:11])[C:2]1[CH:10]=[CH:9][C:5]([C:6]([Cl:8])=[O:7])=[CH:4][CH:3]=1.[SH:13][CH2:14][CH2:15][OH:16]>C(N(CC)CC)C>[SH:13][CH2:14][CH2:15][OH:16].[C:6]([Cl:8])(=[O:7])[C:5]1[CH:9]=[CH:10][C:2]([C:1]([Cl:12])=[O:11])=[CH:3][CH:4]=1 |f:3.4|. Procedure: Next, in the mixing section 22, the vapor atmosphere of terephthaloyl chloride was cooled, and the introduced base particles were exposed thereto for 2 minutes. Consequently, a polymerization reaction, using as a catalyst triethylamine contained in the base particles, took place on the surface of the base particles between 2-mercaptoethanol and terephthaloyl chloride, forming a film of 2-mercaptoethanol-terephthaloyl chloride co-polymer. Reactants: C1(=CC=CC=C1)C1=CC=CC=C1 (biphenyl), C12C(C1)C(=O)OC2=O (1,2-cyclopropanedicarboxylic acid anhydride), [Cl-].[Al+3].[Cl-].[Cl-] (aluminum chloride). Solvent: C(=S)=S (carbon disulfide). Run at time 2 day. The product is C=1(C(=CC=CC1)C(=O)[C@@H]1[C@@H](C1)C(=O)O)C1=CC=CC=C1 (cis-2-(p-biphenylcarbonyl)-cyclopropanecarboxylic acid). Isolated yield 31.4%. As a reaction SMILES: [C:1]1([C:7]2[CH:12]=[CH:11][CH:10]=[CH:9][CH:8]=2)[CH:6]=[CH:5][CH:4]=[CH:3][CH:2]=1.[CH:13]12[C:19](=[O:20])[O:18][C:16](=[O:17])[CH:14]1[CH2:15]2.[Cl-].[Al+3].[Cl-].[Cl-]>C(=S)=S>[C:1]1([C:7]2[CH:8]=[CH:9][CH:10]=[CH:11][CH:12]=2)[C:6]([C:19]([C@H:13]2[CH2:15][C@H:14]2[C:16]([OH:18])=[O:17])=[O:20])=[CH:5][CH:4]=[CH:3][CH:2]=1 |f:2.3.4.5|. Reported procedure: 12.7 g (82.4 millimoles) of biphenyl, followed by 10.0 g (89.2 millimoles) of 1,2-cyclopropanedicarboxylic acid anhydride, are added, in each case a little at a time, to 29.7 g (0.22 mole) of anhydrous aluminum chloride in 100 ml of carbon disulfide whilst stirring at room temperature. The mixture is refluxed for 4 hours and then left to stand for 2 days at ambient temperature. After decanting the carbon disulfide, the reaction mixture is introduced into 200 g of ice and 50 ml of concentrated hy...